This data is from the Open Reaction Database (ORD), a public repository of structured organic reaction records. The task is: describe an organic reaction: reactants, conditions, products, and yield Starting materials: Cl (hydrochloric acid), CC(C)([O-])C.[Na+] (sodium tert-butoxide), ClC1=C(NC2=CC=C(C=C2)F)C=C(C=C1)F (2-chloro-5-fluoro-N-(4-fluorophenyl)aniline), F[B-](F)(F)F.C(C)(C)(C)[PH+](C(C)(C)C)C(C)(C)C (Tri-tert-butylphosphonium tetrafluoroborate). The reagents and catalysts are C(C)(=O)[O-].C(C)(=O)[O-].[Pd+2] (palladium diacetate). Solvent: O1CCOCC1 (1,4-dioxane). Reaction conditions: temperature 110 celsius, time 20 hour. Yields the product FC1=CC=2NC3=CC=C(C=C3C2C=C1)F (2,6-Difluoro-9H-carbazole). Yield: 16.5%. RXN SMILES: CC(C)([O-])C.[Na+].Cl[C:8]1[CH:21]=[CH:20][C:19]([F:22])=[CH:18][C:9]=1[NH:10][C:11]1[CH:16]=[CH:15][C:14]([F:17])=[CH:13][CH:12]=1.F[B-](F)(F)F.C([PH+](C(C)(C)C)C(C)(C)C)(C)(C)C.Cl>C([O-])(=O)C.C([O-])(=O)C.[Pd+2].O1CCOCC1>[F:22][C:19]1[CH:20]=[CH:21][C:8]2[C:16]3[C:11](=[CH:12][CH:13]=[C:14]([F:17])[CH:15]=3)[NH:10][C:9]=2[CH:18]=1 |f:0.1,3.4,6.7.8|. Procedure details: A mixture of sodium tert-butoxide (11.429 g, 118.9 mmol), 2-chloro-5-fluoro-N-(4-fluorophenyl)aniline (5.700 g, 23.8 mmol) and anhydrous 1,4-dioxane (120 mL) was degassed and back-filled with argon. Tri-tert-butylphosphonium tetrafluoroborate (0.483 g, 1.7 mmol) and palladium diacetate (0.267 g, 1.2 mmol) were added and the mixture was stirred in an oil bath at 110° C. for 20 hrs. After cooling to room temperature, the mixture was treated with 2M aqueous hydrochloric acid (90 mL) and extracted w... The reactants are C([C@H](C([C@H](CO)O)O)O)O (xylit), residue, O-ethylborandiyl. The solvent is CO (methanol). Product: O=C[C@H](O)[C@@H](O)[C@H](O)CO (D-xylose), III. Reaction SMILES: [CH2:1]([OH:10])[C@@H:2]([OH:9])[CH:3]([OH:8])[C@@H:4]([OH:7])[CH2:5][OH:6]>CO>[O:6]=[CH:5][C@@H:4]([C@H:3]([C@@H:2]([CH2:1][OH:10])[OH:9])[OH:8])[OH:7]. Procedure details: 10 g (66.6 mmol) D-xylose and 10 g (65.7 mmol) xylit were mixed in 90 ml benzene and thereafter 23.3 g (138.7 mmol) ethylboroxin were added. After quantitative removal of the water/benzene-aceotrop vacuum distillation resulted in 16.4 g of III, BP 74° C./10-3Torr (yield 96%). 16.6 g residue contained the O-ethylborandiyl-derivative of the xylit. To isolate the pure D-xylose out of III 200 ml methanol were dropped to the vacuum distillate and the light volatile part currently distilled off. 9.2 g... Starting materials: FC=1C=CC2=C(N(C(=N2)C(=O)N([C@@H]2CN(C[C@@H](C2)CO)C(=O)OC(C)(C)C)CC(C)C)CCCCOC)C1 (tert-Butyl (3S,5R)-3-[{[6-fluoro-1-(4-methoxybutyl)-1H-benzimidazol-2-yl]carbonyl}(2-methylpropyl)amino]-5-(hydroxymethyl)piperidine-1-carboxylate), Cl.CO (hydrogen chloride methanol). Conditions: time 3 day. The product is Cl.Cl.FC=1C=CC2=C(N(C(=N2)C(=O)N(CC(C)C)[C@@H]2CNC[C@@H](C2)CO)CCCCOC)C1 (6-fluoro-N-[(3S,5R)-5-(hydroxymethyl)piperidin-3-yl]-1-(4-methoxybutyl)-N-(2-methylpropyl)-1H-benzimidazole-2-carboxamide dihydrochloride). Reaction SMILES: [F:1][C:2]1[CH:3]=[CH:4][C:5]2[N:9]=[C:8]([C:10]([N:12]([CH2:28][CH:29]([CH3:31])[CH3:30])[C@H:13]3[CH2:18][C@@H:17]([CH2:19][OH:20])[CH2:16][N:15](C(OC(C)(C)C)=O)[CH2:14]3)=[O:11])[N:7]([CH2:32][CH2:33][CH2:34][CH2:35][O:36][CH3:37])[C:6]=2[CH:38]=1.[ClH:39].CO>>[ClH:39].[ClH:39].[F:1][C:2]1[CH:3]=[CH:4][C:5]2[N:9]=[C:8]([C:10]([N:12]([C@H:13]3[CH2:18][C@@H:17]([CH2:19][OH:20])[CH2:16][NH:15][CH2:14]3)[CH2:28][CH:29]([CH3:31])[CH3:30])=[O:11])[N:7]([CH2:32][CH2:33][CH2:34][CH2:35][O:36][CH3:37])[C:6]=2[CH:38]=1 |f:1.2,3.4.5|. Reported procedure: tert-Butyl (3S,5R)-3-[{[6-fluoro-1-(4-methoxybutyl)-1H-benzimidazol-2-yl]carbonyl}(2-methylpropyl)amino]-5-(hydroxymethyl)piperidine-1-carboxylate (182 mg) was dissolved in 10-20% hydrogen chloride-methanol (5 ml), and the mixture was stirred at room temperature for 3 days. The reaction mixture was concentrated to give the object product (169 mg). Reactants: O=C(NCC12CC3CC(CC(C3)C1)C2)c1cc(Br)ncc1Cl, CN1CCCC1=O, [H-], [Na+], OCCO. Yields the product O=C(NCC12CC3CC(CC(C3)C1)C2)c1cc(OCCO)ncc1Cl. Reaction SMILES: [C:7]12([CH2:17][NH:18][C:19]([c:20]3[cH:21][c:22]([Br:27])[n:23][cH:24][c:25]3[Cl:26])=[O:28])[CH2:8][CH:9]3[CH2:10][CH:11]([CH2:12][CH:13]([CH2:14]1)[CH2:15]3)[CH2:16]2.[CH3:29][N:30]1[CH2:31][CH2:32][CH2:33][C:34]1=[O:35].[H-:1].[Na+:2].[OH:3][CH2:4][CH2:5][OH:6]>>[O:3]([CH2:4][CH2:5][OH:6])[c:22]1[cH:21][c:20]([C:19]([NH:18][CH2:17][C:7]23[CH2:8][CH:9]4[CH2:10][CH:11]([CH2:12][CH:13]([CH2:14]2)[CH2:15]4)[CH2:16]3)=[O:28])[c:25]([Cl:26])[cH:24][n:23]1. Starting materials: Clc1ccc(N2CC3CC2CN3Cc2ccccc2)cc1, Cl, [Na+], O, O=S([O-])O. The product is Oc1ccc(N2CC3CC2CN3Cc2ccccc2)cc1. Reaction SMILES: [CH2:1]([c:2]1[cH:3][cH:4][cH:5][cH:6][cH:7]1)[N:8]1[CH:9]2[CH2:10][N:11]([c:15]3[cH:16][cH:17][c:18]([Cl:21])[cH:19][cH:20]3)[CH:12]([CH2:13]1)[CH2:14]2.[ClH:27].[Na+:26].[OH2:28].[S:22]([O-:23])(=[O:24])[OH:25]>>[CH2:1]([c:2]1[cH:3][cH:4][cH:5][cH:6][cH:7]1)[N:8]1[CH:9]2[CH2:10][N:11]([c:15]3[cH:16][cH:17][c:18]([OH:23])[cH:19][cH:20]3)[CH:12]([CH2:13]1)[CH2:14]2. Starting materials: N[C@H]1C2=C(C3=C(N(C1=O)CCOCC1=CC=CC=C1)C=CC=C3)C=CC=C2 ((S)-7-amino-5-(2-benzyloxy-ethyl)-5H,7H-dibenzo[b,d]azepin-6-one), C(C)OC(CC(=O)O)=O (malonic acid monoethyl ester), oil. Product: C(C)OC(CC(=O)N[C@H]1C2=C(C3=C(N(C1=O)CCOCC1=CC=CC=C1)C=CC=C3)C=CC=C2)=O (N—[(S)-5-(2-Benzyloxy-ethyl)-6-oxo-6,7-dihydro-5H-dibenzo[b,d]azepin-7-yl]-malonamic acid ethyl ester). As a reaction SMILES: [NH2:1][C@@H:2]1[C:8](=[O:9])[N:7]([CH2:10][CH2:11][O:12][CH2:13][C:14]2[CH:19]=[CH:18][CH:17]=[CH:16][CH:15]=2)[C:6]2[CH:20]=[CH:21][CH:22]=[CH:23][C:5]=2[C:4]2[CH:24]=[CH:25][CH:26]=[CH:27][C:3]1=2.[CH2:28]([O:30][C:31](=[O:36])[CH2:32][C:33](O)=[O:34])[CH3:29]>>[CH2:28]([O:30][C:31](=[O:36])[CH2:32][C:33]([NH:1][C@@H:2]1[C:8](=[O:9])[N:7]([CH2:10][CH2:11][O:12][CH2:13][C:14]2[CH:19]=[CH:18][CH:17]=[CH:16][CH:15]=2)[C:6]2[CH:20]=[CH:21][CH:22]=[CH:23][C:5]=2[C:4]2[CH:24]=[CH:25][CH:26]=[CH:27][C:3]1=2)=[O:34])[CH3:29]. Reported procedure: Using (S)-7-amino-5-(2-benzyloxy-ethyl)-5H,7H-dibenzo[b,d]azepin-6-one and malonic acid monoethyl ester, the title compound was prepared in the same manner as described for example 1c. Colorless oil (>98%). MS: m/e=473(M+H+). The reactants are solution, [CH-]1C=CC=C1.[Na+] (sodium cyclopentadienide), BrC[Si](C)(C)NC(C)(C)C (2-bromo-1-tertbutylamino-1,1-dimethylsilaethane). Run in O1CCCC1 (tetrahydrofurane). Reaction conditions: time 8 hour. Yields the product C(C)(C)(C)N[Si](CC1C=CC=C1)(C)C (1-tertbutylamino-2-cyclopentadienyl-1,1-dimethylsilaethane). Yield: 80.0%. Reaction SMILES: [CH-:1]1[CH:5]=[CH:4][CH:3]=[CH:2]1.[Na+].Br[CH2:8][Si:9]([NH:12][C:13]([CH3:16])([CH3:15])[CH3:14])([CH3:11])[CH3:10]>O1CCCC1>[C:13]([NH:12][Si:9]([CH3:11])([CH3:10])[CH2:8][CH:1]1[CH:5]=[CH:4][CH:3]=[CH:2]1)([CH3:16])([CH3:15])[CH3:14] |f:0.1|. Procedure details: 32.7 ml of a 2.3 M solution (75 mmol) of sodium cyclopentadienide in tetrahydrofurane was added to a solution of 11.4 g (51 mmol) of 2-bromo-1-tertbutylamino-1,1-dimethylsilaethane. The immediate formation of a pinkish solid was observed, the reaction was continued for 8 hours, then it was concentrated to dryness and it was extracted with hexane, the resulting solution was evaporated in order to give a yellow oil, that corresponds to a mixture of isomers (12.5 g, 60 mmol, yield: 80%). 1H-NMR (CD... The reactants are pentafluorophenyl ester, CC1=C(C=CC=C1)NC(NC1=CC=C(C=C1)CC(=O)O)=O (4-[N′-(2-methylphenyl)ureido]phenylacetic acid), N1[C@@H](CCC1)COC1=C(C=C(C(=O)OC)C=C1)C(=O)OC (dimethyl (S)-4-(2-pyrrolidinylmethoxy)isophthalate). Run in CN(C)C=O (DMF), CCOC(=O)C (EtOAc). Reaction conditions: time 8 hour. Yields the product CC1=C(C=CC=C1)NC(NC1=CC=C(C=C1)CC(=O)N1C(CCC1)COC1=C(C=C(C(=O)OC)C=C1)C(=O)OC)=O (dimethyl 4-[1-[4-[N′-(2-methylphenyl)ureido]phenylacetyl]-2-pyrrolidinylmethoxy]isophthalate). Isolated yield 54.8%. As a reaction SMILES: [CH3:1][C:2]1[CH:7]=[CH:6][CH:5]=[CH:4][C:3]=1[NH:8][C:9](=[O:21])[NH:10][C:11]1[CH:16]=[CH:15][C:14]([CH2:17][C:18]([OH:20])=O)=[CH:13][CH:12]=1.[NH:22]1[CH2:26][CH2:25][CH2:24][C@H:23]1[CH2:27][O:28][C:29]1[CH:38]=[CH:37][C:32]([C:33]([O:35][CH3:36])=[O:34])=[CH:31][C:30]=1[C:39]([O:41][CH3:42])=[O:40]>CN(C=O)C.CCOC(C)=O>[CH3:1][C:2]1[CH:7]=[CH:6][CH:5]=[CH:4][C:3]=1[NH:8][C:9](=[O:21])[NH:10][C:11]1[CH:12]=[CH:13][C:14]([CH2:17][C:18]([N:22]2[CH2:26][CH2:25][CH2:24][CH:23]2[CH2:27][O:28][C:29]2[CH:38]=[CH:37][C:32]([C:33]([O:35][CH3:36])=[O:34])=[CH:31][C:30]=2[C:39]([O:41][CH3:42])=[O:40])=[O:20])=[CH:15][CH:16]=1. Procedure: To a stirred solution of pentafluorophenyl ester of 4-[N′-(2-methylphenyl)ureido]phenylacetic acid (2.32 g, 5.15 mmol), dimethyl (S)-4-(2-pyrrolidinylmethoxy)isophthalate (1.51 g, 5.15 mmol) in DMF (20 mL) was added Et3 N (1.0 mL, 6.65 mmol), and the mixture was stirred overnight. The resulting mixture was diluted with EtOAc. The solution was washed with brine, dried over MgSO4, and evaporated off in vacuo. The residue was purified by column chromatography on silica-gel with CHCl3-MeOH (10:1, v/... Starting materials: [Na] (Sodium), N(=[N+]=[N-])[C@H]1[C@H](SC)O[C@@H]([C@H]([C@@H]1OCC1=CC=C(C=C1)OC)OC(=O)C=1C(=CC=CC1)C1=CC=CC=C1)CO[Si](C1=CC=CC=C1)(C1=CC=CC=C1)C(C)(C)C (methyl 2-azido-6-O-tert-butyldiphenylsilyl-4-O-biphenylcarbonyl-2-deoxy-3-O-(4-methoxybenzyl)-1-thio-β-D-glucopyranoside). Run in CO (MeOH), C1CCOC1 (THF). Conditions: temperature 40 celsius, time 30 minute. Product: N(=[N+]=[N-])[C@H]1[C@H](SC)O[C@@H]([C@H]([C@@H]1OCC1=CC=C(C=C1)OC)O)CO[Si](C1=CC=CC=C1)(C1=CC=CC=C1)C(C)(C)C (methyl 2-azido-6-O-tert-butyldiphenylsilyl-2-deoxy-3-O-(4-methoxybenzyl)-1-thio-β-D-glucopyranoside). Isolated yield 91.1%. Reaction SMILES: [Na].[N:2]([C@@H:5]1[C@@H:12]([O:13][CH2:14][C:15]2[CH:20]=[CH:19][C:18]([O:21][CH3:22])=[CH:17][CH:16]=2)[C@H:11]([O:23]C(C2C(C3C=CC=CC=3)=CC=CC=2)=O)[C@@H:10]([CH2:38][O:39][Si:40]([C:53]([CH3:56])([CH3:55])[CH3:54])([C:47]2[CH:52]=[CH:51][CH:50]=[CH:49][CH:48]=2)[C:41]2[CH:46]=[CH:45][CH:44]=[CH:43][CH:42]=2)[O:9][C@H:6]1[S:7][CH3:8])=[N+:3]=[N-:4]>CO.C1COCC1>[N:2]([C@@H:5]1[C@@H:12]([O:13][CH2:14][C:15]2[CH:16]=[CH:17][C:18]([O:21][CH3:22])=[CH:19][CH:20]=2)[C@H:11]([OH:23])[C@@H:10]([CH2:38][O:39][Si:40]([C:53]([CH3:56])([CH3:55])[CH3:54])([C:47]2[CH:52]=[CH:51][CH:50]=[CH:49][CH:48]=2)[C:41]2[CH:42]=[CH:43][CH:44]=[CH:45][CH:46]=2)[O:9][C@H:6]1[S:7][CH3:8])=[N+:3]=[N-:4] |^1:0|. Reported procedure: Sodium (89 mg) was reacted in dry MeOH (50 mL) then a solution of methyl 2-azido-4-O-biphenylcarbonyl-6-O-tert-butyldiphenylsilyl-2-deoxy-3-O-(4-methoxybenzyl)-1-thio-β-D-glucopyranoside (11) (3 g, 3.88 mmol) in THF (25 mL) was added. The reaction mixture was stirred at 40° C. for 30 minutes, then cooled to room temperature. The solution was neutralized by Amberlite IR 120 (H+) ion exchange resin. The suspension was filtered, the filtrate was evaporated. The residue was purified by chromatograph...